This data is from the Open Reaction Database (ORD), a public repository of structured organic reaction records. The task is: describe an organic reaction: reactants, conditions, products, and yield Yields the product CCOC(=O)C1CCC(C)(C)c2cc(O[Si](C)(C)C(C)(C)C)c(C)cc21. Starting materials: CCOC(=O)C1=CCC(C)(C)c2cc(O[Si](C)(C)C(C)(C)C)c(C)cc21, CCO, CCOC(C)=O, [H][H]. As a reaction SMILES: [CH2:1]([CH3:2])[O:3][C:4](=[O:5])[C:6]1=[CH:7][CH2:8][C:9]([CH3:25])([CH3:26])[c:10]2[cH:11][c:12]([O:17][Si:18]([CH3:19])([CH3:20])[C:21]([CH3:22])([CH3:23])[CH3:24])[c:13]([CH3:16])[cH:14][c:15]21.[CH3:29][CH2:30][OH:31].[CH3:32][CH2:33][O:34][C:35](=[O:36])[CH3:37].[H:27][H:28]>>[CH2:1]([CH3:2])[O:3][C:4](=[O:5])[CH:6]1[CH2:7][CH2:8][C:9]([CH3:25])([CH3:26])[c:10]2[cH:11][c:12]([O:17][Si:18]([CH3:19])([CH3:20])[C:21]([CH3:22])([CH3:23])[CH3:24])[c:13]([CH3:16])[cH:14][c:15]21.